From a dataset of the Open Reaction Database (ORD), a public repository of structured organic reaction records. describe an organic reaction: reactants, conditions, products, and yield Yields the product C(C=CC1=CC=CC=C1)(=O)N1C(=C(C2=CC3=C(C=C12)OCO3)CC(=O)O)C (1-cinnamoyl-2-methyl-5,6-methylenedioxy-3-indolylacetic acid). Procedure: A mixture of 8 g of sodium N1 -cinnamoyl-3,4-methylenedioxyphenylhydrazine-N2 -sulfite, ##EQU11## and 45 ml of levulinic acid was heated in the presence of small amount of surfuric acid at 80° - 85°C for 3 hours. The reaction mixture was cooled to a room temperature and poured into water to give 1-cinnamoyl-2-methyl-5,6-methylenedioxy-3-indolylacetic acid. The crystals obtained by twice recrystallizing from acetone-water (5 : 1) showed a melting point of 190° - 192°C. Reaction SMILES: [C:1]([N:11]([C:13]1[CH:18]=[CH:17][C:16]2[O:19][CH2:20][O:21][C:15]=2[CH:14]=1)N)(=[O:10])[CH:2]=[CH:3][C:4]1[CH:9]=[CH:8][CH:7]=[CH:6][CH:5]=1.[Na].N#N.S([O-])([O-])=O.[C:29]([OH:36])(=[O:35])[CH2:30][CH2:31][C:32]([CH3:34])=O>O>[C:1]([N:11]1[C:13]2[C:18](=[CH:17][C:16]3[O:19][CH2:20][O:21][C:15]=3[CH:14]=2)[C:31]([CH2:30][C:29]([OH:36])=[O:35])=[C:32]1[CH3:34])(=[O:10])[CH:2]=[CH:3][C:4]1[CH:9]=[CH:8][CH:7]=[CH:6][CH:5]=1 |f:0.1.2.3,^1:21|. Run in O (water). Starting materials: C(C=CC1=CC=CC=C1)(=O)N(N)C1=CC2=C(C=C1)OCO2.[Na].N#N.S(=O)([O-])[O-] (sodium N1 -cinnamoyl-3,4-methylenedioxyphenylhydrazine N2 sulfite), C(CCC(=O)C)(=O)O (levulinic acid). Reactants: CCOC(=O)CCc1cn(Cc2ccc(OCc3nc(-c4ccccc4)oc3C)nc2)nc1OCC, CCO, Cl, [Na+], C1CCOC1, [OH-]. The product is CCOc1nn(Cc2ccc(OCc3nc(-c4ccccc4)oc3C)nc2)cc1CCC(=O)O. RXN SMILES: [CH2:1]([CH3:2])[O:3][c:4]1[n:5][n:6]([CH2:16][c:17]2[cH:18][cH:19][c:20]([O:23][CH2:24][c:25]3[n:26][c:27](-[c:31]4[cH:32][cH:33][cH:34][cH:35][cH:36]4)[o:28][c:29]3[CH3:30])[n:21][cH:22]2)[cH:7][c:8]1[CH2:9][CH2:10][C:11](=[O:12])[O:13][CH2:14][CH3:15].[CH3:44][CH2:45][OH:46].[ClH:47].[Na+:38].[O:39]1[CH2:40][CH2:41][CH2:42][CH2:43]1.[OH-:37]>>[CH2:1]([CH3:2])[O:3][c:4]1[n:5][n:6]([CH2:16][c:17]2[cH:18][cH:19][c:20]([O:23][CH2:24][c:25]3[n:26][c:27](-[c:31]4[cH:32][cH:33][cH:34][cH:35][cH:36]4)[o:28][c:29]3[CH3:30])[n:21][cH:22]2)[cH:7][c:8]1[CH2:9][CH2:10][C:11](=[O:12])[OH:13]. The reactants are COC(=O)C1=CC=CC=2N=C(NC21)C=2C(NC=CC2NCCC2=CC(=CC=C2)Cl)=O (2-{4-[2-(3-chloro-phenyl)-ethylamino]-2-oxo-1,2-dihydro-pyridin-3-yl}-3H-benzoimidazole-4-carboxylic acid methyl ester), [Li+].[OH-] (LiOH), C1CCOC1 (THF), O[C@H](CNC1=C(C(NC=C1)=O)C=1NC2=C(N1)C=CC=C2C(=O)O)C2=CC=CC=C2 (2-[4-((S)-2-hydroxy-2-phenyl-ethylamino)-2-oxo-1,2-dihydro-pyridin-3-yl]-3H-benzoimidazole-4-carboxylic acid). Solvent: O (water). Yields the product ClC=1C=C(C=CC1)CCNC1=C(C(NC=C1)=O)C=1NC2=C(N1)C=CC=C2C(=O)O (2-{4-[2-(3-chloro-phenyl)-ethylamino]-2-oxo-1,2-dihydro-pyridin-3-yl}-3H-benzoimidazole-4-carboxylic acid). RXN SMILES: C[O:2][C:3]([C:5]1[C:13]2[NH:12][C:11]([C:14]3[C:15](=[O:30])[NH:16][CH:17]=[CH:18][C:19]=3[NH:20][CH2:21][CH2:22][C:23]3[CH:28]=[CH:27][CH:26]=[C:25]([Cl:29])[CH:24]=3)=[N:10][C:9]=2[CH:8]=[CH:7][CH:6]=1)=[O:4].[Li+].[OH-].C1COCC1.O[C@@H](C1C=CC=CC=1)CNC1C=CNC(=O)C=1C1NC2C(C(O)=O)=CC=CC=2N=1>O>[Cl:29][C:25]1[CH:24]=[C:23]([CH2:22][CH2:21][NH:20][C:19]2[CH:18]=[CH:17][NH:16][C:15](=[O:30])[C:14]=2[C:11]2[NH:12][C:13]3[C:5]([C:3]([OH:4])=[O:2])=[CH:6][CH:7]=[CH:8][C:9]=3[N:10]=2)[CH:28]=[CH:27][CH:26]=1 |f:1.2|. Reported procedure: 2-{4-[2-(3-Chloro-phenyl)-ethylamino]-2-oxo-1,2-dihydro-pyridin-3-yl}-3H-benzoimidazole-4-carboxylic acid was synthesized from 2-{4-[2-(3-chloro-phenyl)-ethylamino]-2-oxo-1,2-dihydro-pyridin-3-yl}-3H-benzoimidazole-4-carboxylic acid methyl ester, LiOH, THF, and water using a similar procedure as 2-[4-((S)-2-hydroxy-2-phenyl-ethylamino)-2-oxo-1,2-dihydro-pyridin-3-yl]-3H-benzoimidazole-4-carboxylic acid yielding 2-{4-[2-(3-chloro-phenyl)-ethylamino]-2-oxo-1,2-dihydro-pyridin-3-yl}-3H-benzoimidazo...